Task: describe an organic reaction: reactants, conditions, products, and yield. Dataset: the Open Reaction Database (ORD), a public repository of structured organic reaction records Starting materials: BrC=1C=C2CCNC2=CC1 (5-Bromoindoline), CN1C(=CC=C1C#N)B(O)O (1-methyl-5-cyano-2-pyrroleboronic acid), [F-].[K+] (potassium fluoride). The reagents and catalysts are C=1C=CC(=CC1)/C=C/C(=O)/C=C/C2=CC=CC=C2.C=1C=CC(=CC1)/C=C/C(=O)/C=C/C2=CC=CC=C2.C=1C=CC(=CC1)/C=C/C(=O)/C=C/C2=CC=CC=C2.[Pd].[Pd] (Pd2(dba)3). Conditions: temperature 25 celsius, time 5 hour. Yields the product N1CCC2=CC(=CC=C12)C1=CC=C(N1C)C#N (5-(2,3-dihydro-1H-indol-5-yl)-1-methyl-1H-pyrrole-2-carbonitrile). Yield: 35.8%. As a reaction SMILES: Br[C:2]1[CH:3]=[C:4]2[C:8](=[CH:9][CH:10]=1)[NH:7][CH2:6][CH2:5]2.[CH3:11][N:12]1[C:16]([C:17]#[N:18])=[CH:15][CH:14]=[C:13]1B(O)O.[F-].[K+]>C1C=CC(/C=C/C(/C=C/C2C=CC=CC=2)=O)=CC=1.C1C=CC(/C=C/C(/C=C/C2C=CC=CC=2)=O)=CC=1.C1C=CC(/C=C/C(/C=C/C2C=CC=CC=2)=O)=CC=1.[Pd].[Pd]>[NH:7]1[C:8]2[C:4](=[CH:3][C:2]([C:13]3[N:12]([CH3:11])[C:16]([C:17]#[N:18])=[CH:15][CH:14]=3)=[CH:10][CH:9]=2)[CH2:5][CH2:6]1 |f:2.3,4.5.6.7.8|. Reported procedure: 5-Bromoindoline (0.59 g, 3.0 mmol), 1-methyl-5-cyano-2-pyrroleboronic acid (0.54 g, 3.6 mmol), potassium fluoride (KF—0.57 g, 9.9 mmol), and Pd2(dba)3 (72 mg, 0.075 mmol) were added to a round bottom flask under nitrogen. The flask was sealed and purged with nitrogen for 5 minutes. Tetrahydrofuran (THF—7.5 mL) was added and the mixture was purged with nitrogen for an additional 5 minutes. A solution of tri-t-butylphosphine (10% wt in hexanes, 0.45 mL, 0.15 mmol) was added via syringe and the mix...